describe an organic reaction: reactants, conditions, products, and yield From a dataset of the Open Reaction Database (ORD), a public repository of structured organic reaction records. The reactants are C(=O)(C(F)(F)F)O (TFA), C(C)(C)(C)OC(=O)C=1C=C(C=CC1)C=1C(=CC2=C(C(=C(O2)C2=CC=C(C=C2)F)C(=O)OCC)C1)N(S(=O)(=O)C)C (ethyl 5-(3-(tert-butoxycarbonyl)phenyl)-2-(4-fluorophenyl)-6-(N-methylmethylsulfonamido)benzofuran-3-carboxylate). The solvent is ClCCCl (DCE). The product is C(C)OC(=O)C1=C(OC2=C1C=C(C(=C2)N(S(=O)(=O)C)C)C=2C=C(C(=O)O)C=CC2)C2=CC=C(C=C2)F (3-(3-(Ethoxycarbonyl)-2-(4-fluorophenyl)-6-(N-methylmethylsulfonamido)benzofuran-5-yl)benzoic acid). Isolated yield 102.2%. As a reaction SMILES: C(O)(C(F)(F)F)=O.C([O:12][C:13]([C:15]1[CH:16]=[C:17]([C:21]2[C:22]([N:42]([CH3:47])[S:43]([CH3:46])(=[O:45])=[O:44])=[CH:23][C:24]3[O:28][C:27]([C:29]4[CH:34]=[CH:33][C:32]([F:35])=[CH:31][CH:30]=4)=[C:26]([C:36]([O:38][CH2:39][CH3:40])=[O:37])[C:25]=3[CH:41]=2)[CH:18]=[CH:19][CH:20]=1)=[O:14])(C)(C)C>ClCCCl>[CH2:39]([O:38][C:36]([C:26]1[C:25]2[CH:41]=[C:21]([C:17]3[CH:16]=[C:15]([CH:20]=[CH:19][CH:18]=3)[C:13]([OH:14])=[O:12])[C:22]([N:42]([CH3:47])[S:43]([CH3:46])(=[O:45])=[O:44])=[CH:23][C:24]=2[O:28][C:27]=1[C:29]1[CH:30]=[CH:31][C:32]([F:35])=[CH:33][CH:34]=1)=[O:37])[CH3:40]. Procedure details: TFA (2 mL, 26.0 mmol) was added to a stirring solution of ethyl 5-(3-(tert-butoxycarbonyl)phenyl)-2-(4-fluorophenyl)-6-(N-methylmethylsulfonamido)benzofuran-3-carboxylate (100 mg, 0.176 mmol) in DCE (9 mL) at 25° C. It was allowed to stir for several hours then concentrated to give the titled compound (92 mg, quant). 1H NMR (400 MHz, DMSO-d6) δ ppm 8.05-8.12 (3H, m), 7.92-8.03 (3H, m), 7.65-7.75 (1H, m), 7.53-7.64 (1H, m), 7.44 (2H, t, J=8.91 Hz), 4.33 (2H, q, J=7.03 Hz), 3.12 (3H, s), 2.93 (3H,... Reactants: O=C([O-])[O-], COCCOC, O=[N+]([O-])c1cccc(I)c1, [Na+], [Na+], OB(O)c1cccnc1. The product is O=[N+]([O-])c1cccc(-c2cccnc2)c1. As a reaction SMILES: [C:20](=[O:21])([O-:22])[O-:23].[CH3:26][O:27][CH2:28][CH2:29][O:30][CH3:31].[I:1][c:2]1[cH:3][c:4]([N+:8](=[O:9])[O-:10])[cH:5][cH:6][cH:7]1.[Na+:24].[Na+:25].[n:11]1[cH:12][c:13]([B:17]([OH:18])[OH:19])[cH:14][cH:15][cH:16]1>>[c:2]1(-[c:13]2[cH:12][n:11][cH:16][cH:15][cH:14]2)[cH:3][c:4]([N+:8](=[O:9])[O-:10])[cH:5][cH:6][cH:7]1. Reaction SMILES: [CH:1]1([C:4](=O)[CH:5]=[CH:6][C:7]2[CH:12]=[CH:11][C:10]([Cl:13])=[CH:9][CH:8]=2)[CH2:3][CH2:2]1.[N+:15]([CH2:18][CH3:19])([O-:17])=[O:16].[Na].C[OH:22]>>[CH:1]1([CH2:4][C:5](=[O:22])[CH:6]([C:7]2[CH:12]=[CH:11][C:10]([Cl:13])=[CH:9][CH:8]=2)[CH:18]([N+:15]([O-:17])=[O:16])[CH3:19])[CH2:3][CH2:2]1 |^1:19|. The reactants are C1(CC1)C(C=CC1=CC=C(C=C1)Cl)=O (1-cyclopropyl-3-(p-chlorophenyl)prop-2-en-1-one), CO (methanol), [N+](=O)([O-])CC (nitroethane), [Na] (sodium). Yields the product C1(CC1)CC(C(C(C)[N+](=O)[O-])C1=CC=C(C=C1)Cl)=O (1-cyclopropyl-3-(p-chlorophenyl)-4-nitropentanone). Reported procedure: The procedure of Example IX using 24.3 g of 1-cyclopropyl-3-(p-chlorophenyl)prop-2-en-1-one, 11 ml of nitroethane and 1.5 g of sodium in 120 ml of methanol, gives 25 g of 1-cyclopropyl-3-(p-chlorophenyl)-4-nitropentanone as an oily residue which is used in the crude state for the remainder of the operations.